From a dataset of the Open Reaction Database (ORD), a public repository of structured organic reaction records. describe an organic reaction: reactants, conditions, products, and yield Reactants: N[C@H]1C(N(C2=C(C(=N1)C1=CC=CC=C1)C=CC=C2)C)=O (3(R)-amino-1,3-dihydro-1-methyl-5-phenyl-2H-1,4-benzodiazepin-2-one), CC=1C=C(C=CC1)N=C=O (3-methylphenyl-isocyanate). The solvent is O1CCCC1 (tetrahydrofuran). Conditions: time 8 hour. Product: CN1C([C@@H](N=C(C2=C1C=CC=C2)C2=CC=CC=C2)NC(=O)NC2=CC(=CC=C2)C)=O ((R)-N-(2,3-Dihydro-1-methyl-2-oxo-5-phenyl-1H-1,4-benzodiazepin-3-yl)-N'-(3-methylphenyl)-urea). RXN SMILES: [NH2:1][C@@H:2]1[N:8]=[C:7]([C:9]2[CH:14]=[CH:13][CH:12]=[CH:11][CH:10]=2)[C:6]2[CH:15]=[CH:16][CH:17]=[CH:18][C:5]=2[N:4]([CH3:19])[C:3]1=[O:20].[CH3:21][C:22]1[CH:23]=[C:24]([N:28]=[C:29]=[O:30])[CH:25]=[CH:26][CH:27]=1>O1CCCC1>[CH3:19][N:4]1[C:5]2[CH:18]=[CH:17][CH:16]=[CH:15][C:6]=2[C:7]([C:9]2[CH:14]=[CH:13][CH:12]=[CH:11][CH:10]=2)=[N:8][C@@H:2]([NH:1][C:29]([NH:28][C:24]2[CH:25]=[CH:26][CH:27]=[C:22]([CH3:21])[CH:23]=2)=[O:30])[C:3]1=[O:20]. Procedure: Equimolar amounts of 3(R)-amino-1,3-dihydro-1-methyl-5-phenyl-2H-1,4-benzodiazepin-2-one and 3-methylphenyl-isocyanate were mixed in 8 ml of dry tetrahydrofuran at room temperature. The reaction mixture was allowed to stand for 8 hours and was then filtered. The collected solids were washed with tetrahydrofuran and dried in vacuo over P2O5 to give the analytical product: m.p. 208°-210° C. Starting materials: CCS, CO, OCc1ccccc1O. Yields the product CCSCc1ccccc1O. RXN SMILES: [CH2:10]([CH3:11])[SH:12].[CH3:13][OH:14].[OH:1][CH2:2][c:3]1[c:4]([OH:9])[cH:5][cH:6][cH:7][cH:8]1>>[CH2:2]([c:3]1[c:4]([OH:9])[cH:5][cH:6][cH:7][cH:8]1)[S:12][CH2:10][CH3:11]. The reactants are [Cl-].C(C)[Al+]CC (diethylaluminum chloride), FC(C=1C=C(C=CC1)SCCCCCCCC1=C(C=O)C=CC=C1)(F)F (2-[7-(3-trifluoromethylphenylthio)heptyl]benzaldehyde), BrCC(=O)OC(C)(C)C (t-butyl bromoacetate). The reagents and catalysts are [Zn] (zinc), [Cu]Br (copper (I) bromide). Solvent: O1CCCC1 (tetrahydrofuran), CCCCCC (hexane), O1CCCC1 (tetrahydrofuran). Run at temperature 25 celsius. Yields the product OC(CC(=O)OC(C)(C)C)C1=C(C=CC=C1)CCCCCCCSC1=CC(=CC=C1)C(F)(F)F (t-Butyl 3-hydroxy-3-[2-(7-(3-trifluoromethylphenylthio)heptyl)phenyl]propanoate). As a reaction SMILES: [Cl-].C([Al+]CC)C.[F:7][C:8]([F:32])([F:31])[C:9]1[CH:10]=[C:11]([S:15][CH2:16][CH2:17][CH2:18][CH2:19][CH2:20][CH2:21][CH2:22][C:23]2[CH:30]=[CH:29][CH:28]=[CH:27][C:24]=2[CH:25]=[O:26])[CH:12]=[CH:13][CH:14]=1.Br[CH2:34][C:35]([O:37][C:38]([CH3:41])([CH3:40])[CH3:39])=[O:36]>O1CCCC1.CCCCCC.[Zn].[Cu]Br>[OH:26][CH:25]([C:24]1[CH:27]=[CH:28][CH:29]=[CH:30][C:23]=1[CH2:22][CH2:21][CH2:20][CH2:19][CH2:18][CH2:17][CH2:16][S:15][C:11]1[CH:12]=[CH:13][CH:14]=[C:9]([C:8]([F:31])([F:7])[F:32])[CH:10]=1)[CH2:34][C:35]([O:37][C:38]([CH3:41])([CH3:40])[CH3:39])=[O:36] |f:0.1|. Reported procedure: To a suspension of zinc dust (0.25 g, 3 mmoles) and copper (I) bromide (0.02 g, 0.129 mmoles) in distilled tetrahydrofuran (20 ml) was added a solution of diethylaluminum chloride (2.8 ml, 2.8 mmoles) in hexane while stirring under argon at 25° C. The resulting mixture was cooled to -20° C, and a solution of 2-[7-(3-trifluoromethylphenylthio)heptyl]benzaldehyde (1.08 g, 2.8 mmoles) and t-butyl bromoacetate (0.42 ml, 2.8 mmoles) in tetrahydrofuran (6 ml) was added slowly at -20° C. The reaction m... Product: O=C(CCl)N1CC2CC3CC(C2)CC1C3. Starting materials: C1NC2CC3CC1CC(C3)C2, O=C(Cl)CCl, ClCCl, O. RXN SMILES: [CH:1]12[NH:2][CH2:3][CH:4]3[CH2:5][CH:6]([CH2:7][CH:8]([CH2:9]1)[CH2:10]3)[CH2:11]2.[Cl:12][CH2:13][C:14](=[O:15])[Cl:16].[Cl:17][CH2:18][Cl:19].[OH2:20]>>[CH:1]12[N:2]([C:14]([CH2:13][Cl:12])=[O:15])[CH2:3][CH:4]3[CH2:5][CH:6]([CH2:7][CH:8]([CH2:9]1)[CH2:10]3)[CH2:11]2. Starting materials: C(C)OC(CN1C=CC=C1)OCC (1-(2,2-diethoxyethyl)pyrrole), N1=C(C=CC=C1C)C (2,6-lutidine), ClC(C(=O)Cl)(Cl)Cl (trichloroacetyl chloride), O (water). The solvent is C(Cl)(Cl)Cl (chloroform), C(Cl)(Cl)Cl (chloroform), C(Cl)(Cl)Cl (chloroform). The product is title compound, C(C)OC(CN1C(=CC=C1)C(C(Cl)(Cl)Cl)=O)OCC (1-(2,2-diethoxyethyl)-2-trichloroacetylpyrrole). Isolated yield 60.0%. Reaction SMILES: [CH2:1]([O:3][CH:4]([O:11][CH2:12][CH3:13])[CH2:5][N:6]1[CH:10]=[CH:9][CH:8]=[CH:7]1)[CH3:2].N1C(C)=CC=CC=1C.[Cl:22][C:23]([Cl:28])([Cl:27])[C:24](Cl)=[O:25].O>C(Cl)(Cl)Cl>[CH2:12]([O:11][CH:4]([O:3][CH2:1][CH3:2])[CH2:5][N:6]1[CH:10]=[CH:9][CH:8]=[C:7]1[C:24](=[O:25])[C:23]([Cl:28])([Cl:27])[Cl:22])[CH3:13]. Procedure details: To a refluxing solution of 1-(2,2-diethoxyethyl)pyrrole (31.6 g, 172.5 mmol) and 2,6-lutidine (20.3 g, 189.8 mmol) in 90 mL of chloroform over a period of 16 hours was added trichloroacetyl chloride (34.5 g, 189.8 mmol) in 90 mL of chloroform. The reaction mixture was refluxed for an additional 4 hours. The reaction mixture was allowed to cool to room temperature and then poured into a mixture of water and chloroform (1:1). The phases were separated, washed with a saturated solution of NaCl, dri... Starting materials: [BH4-], CCO, CCOC(=O)c1cc2ncc(C(F)(F)F)cc2s1, [NH4+], [Na+], C1CCOC1, [OH-]. The product is OCc1cc2ncc(C(F)(F)F)cc2s1. RXN SMILES: [BH4-:19].[CH3:28][CH2:29][OH:30].[F:1][C:2]([c:3]1[cH:4][c:5]2[c:6]([n:7][cH:8]1)[cH:9][c:10]([C:12](=[O:13])[O:14][CH2:15][CH3:16])[s:11]2)([F:17])[F:18].[NH4+:22].[Na+:20].[O:23]1[CH2:24][CH2:25][CH2:26][CH2:27]1.[OH-:21]>>[F:1][C:2]([c:3]1[cH:4][c:5]2[c:6]([n:7][cH:8]1)[cH:9][c:10]([CH2:12][OH:13])[s:11]2)([F:17])[F:18].